From a dataset of the Open Reaction Database (ORD), a public repository of structured organic reaction records. describe an organic reaction: reactants, conditions, products, and yield The reactants are CCOC=C(C(=O)OCC)[N+](=O)[O-], CCO, Cc1ccccc1, Nc1ccc(Br)cn1. Product: CCOC(=O)C(=CNc1ccc(Br)cn1)[N+](=O)[O-]. RXN SMILES: [CH2:1]([O:2][CH:4]=[C:5]([N+:6](=[O:7])[O-:8])[C:9](=[O:10])[O:11][CH2:12][CH3:13])[CH3:3].[CH3:22][CH2:23][OH:24].[CH3:25][c:26]1[cH:27][cH:28][cH:29][cH:30][cH:31]1.[NH2:14][c:15]1[n:16][cH:17][c:18]([Br:21])[cH:19][cH:20]1>>[CH:4](=[C:5]([N+:6](=[O:7])[O-:8])[C:9](=[O:10])[O:11][CH2:12][CH3:13])[NH:14][c:15]1[n:16][cH:17][c:18]([Br:21])[cH:19][cH:20]1. Starting materials: OC[C@H]1CN(C)[C@@H]2CC3=CNC4=CC=CC(C2=C1)=C34 (lysergol), CN(C=O)C (N,N-dimethylformamide). Reagents/catalysts: [Pd] (palladium). Solvent: N1=CC=CC=C1 (pyridine). Yields the product OC[C@H]1CN(C)[C@@H]2CC3CNC4=CC=CC(C2=C1)=C34 (dihydrolysergol). Reaction SMILES: [OH:1][CH2:2][C@@H:3]1[CH:18]=[C:17]2[C@@H:7]([CH2:8][C:9]3[C:19]4[C:12](=[CH:13][CH:14]=[CH:15][C:16]2=4)[NH:11][CH:10]=3)[N:5]([CH3:6])[CH2:4]1.CN(C)C=O>[Pd].N1C=CC=CC=1>[OH:1][CH2:2][C@@H:3]1[CH:18]=[C:17]2[C@@H:7]([CH2:8][CH:9]3[C:19]4[C:12](=[CH:13][CH:14]=[CH:15][C:16]2=4)[NH:11][CH2:10]3)[N:5]([CH3:6])[CH2:4]1. Procedure: catalytically hydrogenating under a pressure of 1 to 5 bar, a reaction mixture comprising lysergol and least one aprotic solvent containing a tertiary nitrogen a solvent mixture of N,N-dimethylformamide and pyridine and a 5 to 10% palladium catalyst applied on activated carbon, at a temperature between 40° C. and the boiling point of the reaction mixture, to form dihydrolysergol; and